Dataset: the Open Reaction Database (ORD), a public repository of structured organic reaction records. Task: describe an organic reaction: reactants, conditions, products, and yield Starting materials: OCC1CN(Cc2ccccc2)CC1c1ccccc1O, CO, [Pd]. The product is OCC1CNCC1c1ccccc1O. Reaction SMILES: [CH2:1]([c:2]1[cH:3][cH:4][cH:5][cH:6][cH:7]1)[N:8]1[CH2:9][CH:10]([c:15]2[c:16]([OH:21])[cH:17][cH:18][cH:19][cH:20]2)[CH:11]([CH2:13][OH:14])[CH2:12]1.[CH3:22][OH:23].[Pd:24]>>[NH:8]1[CH2:9][CH:10]([c:15]2[c:16]([OH:21])[cH:17][cH:18][cH:19][cH:20]2)[CH:11]([CH2:13][OH:14])[CH2:12]1. Starting materials: COCCOCCOCCOCCOCCOCCOCC(=O)OCC (Ethyl 2,5,8,11,14,17,20-heptaoxadocosan-22-oate), Cl (hydrochloric acid). The solvent is [OH-].[Na+] (sodium hydroxide), [Cl-].[Na+].O (brine). Conditions: time 20 hour. Product: COCCOCCOCCOCCOCCOCCOCC(=O)O (2,5,8,11,14,17,20-Heptaoxadocosan-22-oic acid). Isolated yield 89.1%. As a reaction SMILES: [CH3:1][O:2][CH2:3][CH2:4][O:5][CH2:6][CH2:7][O:8][CH2:9][CH2:10][O:11][CH2:12][CH2:13][O:14][CH2:15][CH2:16][O:17][CH2:18][CH2:19][O:20][CH2:21][C:22]([O:24]CC)=[O:23].Cl>[OH-].[Na+].[Cl-].[Na+].O>[CH3:1][O:2][CH2:3][CH2:4][O:5][CH2:6][CH2:7][O:8][CH2:9][CH2:10][O:11][CH2:12][CH2:13][O:14][CH2:15][CH2:16][O:17][CH2:18][CH2:19][O:20][CH2:21][C:22]([OH:24])=[O:23] |f:2.3,4.5.6|. Reported procedure: The product of step (a) (4.54 g) was dissolved in an aqueous sodium hydroxide solution (0.1M) (45 ml) and the reaction was stirred at room temperature for 20 hours. The reaction mixture was acidified to pH 2 by the addition of hydrochloric acid (2M), then this was diluted with brine (300 ml) and extracted with dichloromethane (3×300 ml). The combined organic layers were dried and the solvent removed in vacuo to give the title compound as a yellow oil (3.75 g). The reactants are N1=CC=CC=C1 (Pyridine), C(C)(=O)N1[C@H](CN(C2=CC(=C(C=C12)N)C=1C=NN(C1)C1CC1)C(=O)OC(C)C)C (isopropyl (S)-4-acetyl-6-amino-7-(1-cyclopropyl-1H-pyrazol-4-yl)-3-methyl-3,4-dihydroquinoxaline-1(2H)-carboxylate), C(C)(=O)OC(C)=O (Acetic anhydride). Solvent: ClCCl (dichloromethane). Reaction conditions: time 18 hour. Product: C(C)(=O)NC=1C=C2N([C@H](CN(C2=CC1C=1C=NN(C1)C1CC1)C(=O)OC(C)C)C)C(C)=O (isopropyl (S)-6-acetamido-4-acetyl-7-(1-cyclopropyl-1H-pyrazol-4-yl)-3-methyl-3,4-dihydroquinoxaline-1(2H)-carboxylate). RXN SMILES: N1C=CC=CC=1.[C:7]([N:10]1[C:19]2[C:14](=[CH:15][C:16]([C:21]3[CH:22]=[N:23][N:24]([CH:26]4[CH2:28][CH2:27]4)[CH:25]=3)=[C:17]([NH2:20])[CH:18]=2)[N:13]([C:29]([O:31][CH:32]([CH3:34])[CH3:33])=[O:30])[CH2:12][C@@H:11]1[CH3:35])(=[O:9])[CH3:8].[C:36](OC(=O)C)(=[O:38])[CH3:37]>ClCCl>[C:36]([NH:20][C:17]1[CH:18]=[C:19]2[C:14](=[CH:15][C:16]=1[C:21]1[CH:22]=[N:23][N:24]([CH:26]3[CH2:28][CH2:27]3)[CH:25]=1)[N:13]([C:29]([O:31][CH:32]([CH3:34])[CH3:33])=[O:30])[CH2:12][C@H:11]([CH3:35])[N:10]2[C:7](=[O:9])[CH3:8])(=[O:38])[CH3:37]. Procedure: Pyridine (5.09 μL, 0.063 mmol) was added to a solution of isopropyl (S)-4-acetyl-6-amino-7-(1-cyclopropyl-1H-pyrazol-4-yl)-3-methyl-3,4-dihydroquinoxaline-1(2H)-carboxylate (0.010 g, 0.025 mmol) in dichloromethane (200 μL). Acetic anhydride (3.56 μL, 0.038 mmol) was added, and the reaction stirred at rt for 18 h. The reaction mixture was concentrated and ethyl acetate was added. The solution was washed with 1 N aqueous HCl, and the organic phase was separated and concentrated. The residue was pu... Starting materials: CN(C)C=O, COc1cc(C(C)=O)ccc1OCCCCl, Cl, [K+], [K+], c1ccc2c(C3CCNCC3)noc2c1, O=C([O-])[O-], O. The product is COc1cc(C(C)=O)ccc1OCCCN1CCC(c2noc3ccccc23)CC1. Reaction SMILES: [CH3:39][N:40]([CH3:41])[CH:42]=[O:43].[Cl:23][CH2:24][CH2:25][CH2:26][O:27][c:28]1[c:29]([O:37][CH3:38])[cH:30][c:31]([C:34]([CH3:35])=[O:36])[cH:32][cH:33]1.[ClH:1].[K+:17].[K+:18].[NH:2]1[CH2:3][CH2:4][CH:5]([c:8]2[n:9][o:10][c:11]3[c:12]2[cH:13][cH:14][cH:15][cH:16]3)[CH2:6][CH2:7]1.[O-:19][C:20]([O-:21])=[O:22].[OH2:44]>>[N:2]1([CH2:24][CH2:25][CH2:26][O:27][c:28]2[c:29]([O:37][CH3:38])[cH:30][c:31]([C:34]([CH3:35])=[O:36])[cH:32][cH:33]2)[CH2:3][CH2:4][CH:5]([c:8]2[n:9][o:10][c:11]3[c:12]2[cH:13][cH:14][cH:15][cH:16]3)[CH2:6][CH2:7]1. The reactants are CCN(C(C)C)C(C)C, CC#N, Cl, COC(=O)CCC(C(N)=O)N1Cc2c(OCc3ccc(CCl)cc3)cccc2C1=O, OC1CCNCC1. Yields the product COC(=O)CCC(C(N)=O)N1Cc2c(OCc3ccc(CN4CCC(O)CC4)cc3)cccc2C1=O. As a reaction SMILES: [CH2:39]([N:40]([CH:41]([CH3:42])[CH3:43])[CH:44]([CH3:45])[CH3:46])[CH3:47].[CH3:48][C:49]#[N:50].[ClH:31].[NH2:1][C:2]([CH:3]([CH2:4][CH2:5][C:6](=[O:7])[O:8][CH3:9])[N:10]1[C:11](=[O:29])[c:12]2[cH:13][cH:14][cH:15][c:16]([O:19][CH2:20][c:21]3[cH:22][cH:23][c:24]([CH2:27][Cl:28])[cH:25][cH:26]3)[c:17]2[CH2:18]1)=[O:30].[NH:32]1[CH2:33][CH2:34][CH:35]([OH:38])[CH2:36][CH2:37]1>>[NH2:1][C:2]([CH:3]([CH2:4][CH2:5][C:6](=[O:7])[O:8][CH3:9])[N:10]1[C:11](=[O:29])[c:12]2[cH:13][cH:14][cH:15][c:16]([O:19][CH2:20][c:21]3[cH:22][cH:23][c:24]([CH2:27][N:32]4[CH2:33][CH2:34][CH:35]([OH:38])[CH2:36][CH2:37]4)[cH:25][cH:26]3)[c:17]2[CH2:18]1)=[O:30]. The reactants are Clc1nncc2cc(Br)ccc12, CC1CCCN1, CO, CN(C)C=O. Yields the product CC1CCCN1c1nncc2cc(Br)ccc12. As a reaction SMILES: [Br:1][c:2]1[cH:3][c:4]2[cH:5][n:6][n:7][c:8]([Cl:12])[c:9]2[cH:10][cH:11]1.[CH3:13][CH:14]1[NH:15][CH2:16][CH2:17][CH2:18]1.[CH3:24][OH:25].[O:19]=[CH:20][N:21]([CH3:22])[CH3:23]>>[Br:1][c:2]1[cH:3][c:4]2[cH:5][n:6][n:7][c:8]([N:15]3[CH:14]([CH3:13])[CH2:18][CH2:17][CH2:16]3)[c:9]2[cH:10][cH:11]1.